From a dataset of the Open Reaction Database (ORD), a public repository of structured organic reaction records. describe an organic reaction: reactants, conditions, products, and yield The reactants are NCCCO[Si](C1=CC=CC=C1)(C1=CC=CC=C1)C(C)(C)C (3-amino-1-(t-butyldiphenylsilyloxy)propane), CCCC[N+](CCCC)(CCCC)CCCC.[F-] (TBAF), C(CCCCCCCCCCCCC)(=O)O[C@@H](CC(=O)O)CCCCCCCCCCC ((R)-3-tetradecanoyloxytetradecanoic acid), CI (MeI). Solvent: C1CCOC1 (THF), C(CCl)Cl (EDC). Product: C(CCCCCCCCCCCCC)(=O)O[C@@H](CC(=O)NCCCO)CCCCCCCCCCC (3-[(R)-3-tetradecanoyloxytetradecanoylamino]-1-propanol). The yield is 90.9%. Reaction SMILES: [NH2:1][CH2:2][CH2:3][CH2:4][O:5][Si](C(C)(C)C)(C1C=CC=CC=1)C1C=CC=CC=1.[C:23]([O:38][C@H:39]([CH2:44][CH2:45][CH2:46][CH2:47][CH2:48][CH2:49][CH2:50][CH2:51][CH2:52][CH2:53][CH3:54])[CH2:40][C:41]([OH:43])=O)(=[O:37])[CH2:24][CH2:25][CH2:26][CH2:27][CH2:28][CH2:29][CH2:30][CH2:31][CH2:32][CH2:33][CH2:34][CH2:35][CH3:36].CI.CCCC[N+](CCCC)(CCCC)CCCC.[F-]>C1COCC1.C(Cl)CCl>[C:23]([O:38][C@H:39]([CH2:44][CH2:45][CH2:46][CH2:47][CH2:48][CH2:49][CH2:50][CH2:51][CH2:52][CH2:53][CH3:54])[CH2:40][C:41]([NH:1][CH2:2][CH2:3][CH2:4][OH:5])=[O:43])(=[O:37])[CH2:24][CH2:25][CH2:26][CH2:27][CH2:28][CH2:29][CH2:30][CH2:31][CH2:32][CH2:33][CH2:34][CH2:35][CH3:36] |f:3.4|. Procedure details: In the same manner as described in Example 20-(1), 3-amino-1-(t-butyldiphenylsilyloxy)propane (470 mg, 1.5 mmol) was acylated with (R)-3-tetradecanoyloxytetradecanoic acid (680 mg, 1.5 mmol) in the presence of EDC.MeI (595 mg, 2.0 mmol) and then deprotected with TBAF (1.0 M in THF, 2.0 mL, 2.0 mmol) in THF (10 mL) to afford 698 mg (91%) of 3-[(R)-3-tetradecanoyloxytetradecanoylamino]-1-propanol as an off-white solid.